From a dataset of the Open Reaction Database (ORD), a public repository of structured organic reaction records. describe an organic reaction: reactants, conditions, products, and yield The reactants are C(C)(=O)C1=CC=C(C=C1)C1=CC=C(C=C1)CC(=O)O ([4-(4-Acetylphenyl)phenyl]acetic acid), CCN=C=NCCCN(C)C.Cl (EDC hydrochloride), C=1C=CC2=C(C1)N=NN2O (HOBt), Cl.Cl.NC1CCN(CC1)CC1=CC(=C(C=C1)Cl)Cl (4-amino-1-(3,4-dichlorobenzyl)piperidine dihydrochloride). Solvent: CN(C)C=O (DMF), C(C)N(CC)CC (triethylamine). Run at time 12 hour. Product: C(C)(=O)C1=CC=C(C=C1)C1=CC=C(C=C1)CC(=O)NC1CCN(CC1)CC1=CC(=C(C=C1)Cl)Cl ([4-(4-acetylphenyl)phenyl]-N-[1-(3,4-dichlorobenzyl)piperidin-4-yl]acetamide). The yield is 67.0%. As a reaction SMILES: [C:1]([C:4]1[CH:9]=[CH:8][C:7]([C:10]2[CH:15]=[CH:14][C:13]([CH2:16][C:17](O)=[O:18])=[CH:12][CH:11]=2)=[CH:6][CH:5]=1)(=[O:3])[CH3:2].Cl.Cl.[NH2:22][CH:23]1[CH2:28][CH2:27][N:26]([CH2:29][C:30]2[CH:35]=[CH:34][C:33]([Cl:36])=[C:32]([Cl:37])[CH:31]=2)[CH2:25][CH2:24]1.CCN=C=NCCCN(C)C.Cl.C1C=CC2N(O)N=NC=2C=1>CN(C=O)C.C(N(CC)CC)C>[C:1]([C:4]1[CH:9]=[CH:8][C:7]([C:10]2[CH:15]=[CH:14][C:13]([CH2:16][C:17]([NH:22][CH:23]3[CH2:28][CH2:27][N:26]([CH2:29][C:30]4[CH:35]=[CH:34][C:33]([Cl:36])=[C:32]([Cl:37])[CH:31]=4)[CH2:25][CH2:24]3)=[O:18])=[CH:12][CH:11]=2)=[CH:6][CH:5]=1)(=[O:3])[CH3:2] |f:1.2.3,4.5|. Procedure details: [4-(4-Acetylphenyl)phenyl]acetic acid (2.0 g) and 4-amino-1-(3,4-dichlorobenzyl)piperidine dihydrochloride (2.5 g) were suspended in DMF (50 mL), and triethylamine (2.1 mL), EDC hydrochloride (1.6 g) and HOBt (1.3 g) were added-to the suspension. The suspension was stirred for 12 hrs. The reaction mixture was washed with water and then saturated brine and dried, and the solvent was evaporated under reduced pressure. Diisopropyl ether was added to the residue to crystallize to give the title comp... Reactants: Cc1cc(C)c(Br)c(C)c1, [Li]C(C)(C)C, CCOc1cccc(C=O)c1, COc1cccnc1, CCCCC, [Cl-], [Na+], C1CCOC1. The product is CCOc1cccc(C(O)c2ncccc2OC)c1. As a reaction SMILES: [Br:1][c:2]1[c:3]([CH3:4])[cH:5][c:6]([CH3:7])[cH:8][c:9]1[CH3:10].[C:11]([Li:12])([CH3:13])([CH3:14])[CH3:15].[CH2:24]([CH3:25])[O:26][c:27]1[cH:28][c:29]([CH:30]=[O:31])[cH:32][cH:33][cH:34]1.[CH3:16][O:17][c:18]1[cH:19][n:20][cH:21][cH:22][cH:23]1.[CH3:42][CH2:43][CH2:44][CH2:45][CH3:46].[Cl-:36].[Na+:35].[O:37]1[CH2:38][CH2:39][CH2:40][CH2:41]1>>[CH3:16][O:17][c:18]1[c:19]([CH:30]([c:29]2[cH:28][c:27]([O:26][CH2:24][CH3:25])[cH:34][cH:33][cH:32]2)[OH:31])[n:20][cH:21][cH:22][cH:23]1.